From a dataset of the Open Reaction Database (ORD), a public repository of structured organic reaction records. describe an organic reaction: reactants, conditions, products, and yield Reactants: BrCC([C@H]1CC[C@H]2[C@@H]3CC[C@@H]4C[C@@H](CC[C@]4(C)[C@H]3CC[C@]12C)O)=O (21-bromo-3α-hydroxy-5β-pregnan-20-one), OC1=CC=NC=C1 (4-hydroxypyridine). The solvent is C(C)N(CC)CC (triethyl amine). Yields the product O[C@H]1C[C@H]2CC[C@H]3[C@@H]4CC[C@H](C(COC5=CC=NC=C5)=O)[C@]4(CC[C@@H]3[C@]2(CC1)C)C (3α-hydroxy-21-(pyrid-4-yloxy)-5β-pregnan-20-one). The yield is 7.7%. RXN SMILES: Br[CH2:2][C:3](=[O:24])[C@@H:4]1[C@:21]2([CH3:22])[C@H:7]([C@H:8]3[C@H:18]([CH2:19][CH2:20]2)[C@:16]2([CH3:17])[C@@H:11]([CH2:12][C@H:13]([OH:23])[CH2:14][CH2:15]2)[CH2:10][CH2:9]3)[CH2:6][CH2:5]1.[OH:25][C:26]1[CH:31]=[CH:30][N:29]=[CH:28][CH:27]=1>C(N(CC)CC)C>[OH:23][C@@H:13]1[CH2:14][CH2:15][C@@:16]2([CH3:17])[C@H:11]([CH2:10][CH2:9][C@@H:8]3[C@@H:18]2[CH2:19][CH2:20][C@@:21]2([CH3:22])[C@H:7]3[CH2:6][CH2:5][C@@H:4]2[C:3](=[O:24])[CH2:2][O:25][C:26]2[CH:31]=[CH:30][N:29]=[CH:28][CH:27]=2)[CH2:12]1. Procedure details: A solution of 21-bromo-3α-hydroxy-5β-pregnan-20-one (500 mg, 1.26 mmol), 4-hydroxypyridine (144 mg, 1.51 mmol), and triethyl amine (200 μL) in 10 mL of TBIF was heated under reflux for 4 h. The mixture was cooled to room temperature and partitioned between EtOAc and water. The organic layer was washed with sat. aq. NaCl, dried with MgSO4 and concentrated in vacuo. The crude residue was subjected to flash column chromatography. Elution with 50% acetone in CH2Cl2 yielded 3α-hydroxy-21-(pyrid-4-ylo... Starting materials: C(#N)C1(CC1)NC(=O)[C@H]1[C@@H](C[C@@H](C1)S(=O)(=O)C1=C(C=C(C=C1)F)Cl)C(=O)N1CC(CC1)(F)F ((1R,2R,4R)-4-(2-Chloro-4-fluoro-benzenesulfonyl)-2-(3,3-difluoro-pyrrolidine-1-carbonyl)-cyclopentanecarboxylic acid (1-cyano-cyclopropyl)-amide), C1(CC1)N1CCNCC1 (N-cyclopropylpiperazine), solid. Product: C(#N)C1(CC1)NC(=O)[C@H]1[C@@H](C[C@@H](C1)S(=O)(=O)C1=C(C=C(C=C1)N1CCN(CC1)C1CC1)Cl)C(=O)N1CC(CC1)(F)F ((1R,2R,4R)-4-[2-Chloro-4-(4-cyclopropyl-piperazin-1-yl)-benzenesulfonyl]-2-(3,3-difluoro-pyrrolidine-1-carbonyl)-cyclopentanecarboxylic acid (1-cyano-cyclopropyl)-amide). As a reaction SMILES: [C:1]([C:3]1([NH:6][C:7]([C@@H:9]2[CH2:13][C@@H:12]([S:14]([C:17]3[CH:22]=[CH:21][C:20](F)=[CH:19][C:18]=3[Cl:24])(=[O:16])=[O:15])[CH2:11][C@H:10]2[C:25]([N:27]2[CH2:31][CH2:30][C:29]([F:33])([F:32])[CH2:28]2)=[O:26])=[O:8])[CH2:5][CH2:4]1)#[N:2].[CH:34]1([N:37]2[CH2:42][CH2:41][NH:40][CH2:39][CH2:38]2)[CH2:36][CH2:35]1>>[C:1]([C:3]1([NH:6][C:7]([C@@H:9]2[CH2:13][C@@H:12]([S:14]([C:17]3[CH:22]=[CH:21][C:20]([N:40]4[CH2:41][CH2:42][N:37]([CH:34]5[CH2:36][CH2:35]5)[CH2:38][CH2:39]4)=[CH:19][C:18]=3[Cl:24])(=[O:15])=[O:16])[CH2:11][C@H:10]2[C:25]([N:27]2[CH2:31][CH2:30][C:29]([F:32])([F:33])[CH2:28]2)=[O:26])=[O:8])[CH2:5][CH2:4]1)#[N:2]. Procedure: The title compound was prepared in analogy to example 127 using (1R,2R,4R)-4-(2-chloro-4-fluoro-benzenesulfonyl)-2-(3,3-difluoro-pyrrolidine-1-carbonyl)-cyclopentanecarboxylic acid (1-cyano-cyclopropyl)-amide (example 186 step 7) and N-cyclopropylpiperazine bis hydrobromic salt (CAS # 159974-58-0). White solid (73%). MS (EI): 610.3 (M+H)+. Reactants: amine, ketone, amine, FC=1C=C(N)C=C(C1)F (3,5-difluoroaniline), C(C)(=O)O[BH-](OC(C)=O)OC(C)=O (triacetoxyborohydride), C(Cl)Cl (methylene chloride), CS(=O)C (DMSO), C(Cl)Cl (methylene chloride), C(C(=O)Cl)(=O)Cl (oxalyl chloride), alcohol, C(Cl)Cl (methylene chloride). Run in C(C)N(CC)CC (triethyl amine), C(C)(=O)O (acetic acid), C(C)N(CC)CC (triethyamine). Run at time 18 hour. Product: C(C)C(C(=O)Cl)C(=O)Cl (ethyl malonyl chloride), malonamide ester. Reaction SMILES: CS(C)=O.[C:5](Cl)(=O)[C:6]([Cl:8])=[O:7].FC1C=C(C=[C:17](F)[CH:18]=1)N.C(O[BH-](O[C:30](=[O:32])C)OC(=O)C)(=O)C.C(Cl)[Cl:34]>C(N(CC)CC)C.C(O)(=O)C>[CH2:17]([CH:5]([C:6]([Cl:8])=[O:7])[C:30]([Cl:34])=[O:32])[CH3:18]. Procedure: Scheme 1 shows that a solution of 4,4′ dichlorobenzophenone and hydroxylamine hydrochloride in a solvent such as ethanol in the presence of potassium hydroxide and stirred at room temperature to the reflux temperature of the solvent for 1-3 hrs can afford the oxime (step a). Reduction of the oxime to the amine can be accomplished using lithium aluminum hydride in THF solution at reflux (step b) (J. Med. Chem., 885 (1973)). Treatment of the amine with epichlorohydrin in a solvent such as ethanol ...